Task: describe an organic reaction: reactants, conditions, products, and yield. Dataset: the Open Reaction Database (ORD), a public repository of structured organic reaction records Reactants: C1CCOC1, CO, COC(=O)c1cn(CC(F)(F)F)c2c1CCc1cnccc1-2, [Li], O, O, O. Product: O=C(O)c1cn(CC(F)(F)F)c2c1CCc1cnccc1-2. Reaction SMILES: [CH2:26]1[O:27][CH2:28][CH2:29][CH2:30]1.[CH3:32][OH:33].[F:1][C:2]([CH2:3][n:4]1[cH:5][c:6]([C:17](=[O:18])[O:19][CH3:20])[c:7]2[c:8]1-[c:9]1[cH:10][cH:11][n:12][cH:13][c:14]1[CH2:15][CH2:16]2)([F:21])[F:22].[Li:25].[OH2:23].[OH2:24].[OH2:31]>>[F:1][C:2]([CH2:3][n:4]1[cH:5][c:6]([C:17](=[O:18])[OH:19])[c:7]2[c:8]1-[c:9]1[cH:10][cH:11][n:12][cH:13][c:14]1[CH2:15][CH2:16]2)([F:21])[F:22]. Reactants: CC(C)(C)OC(=O)OC(C)(C)C, ClCCl, NCC1(O)CCN(Cc2ccccc2)CC1, [Na+], O=C([O-])O. The product is CC(C)(C)OC(=O)NCC1(O)CCN(Cc2ccccc2)CC1. As a reaction SMILES: [C:17]([CH3:18])([CH3:19])([CH3:20])[O:21][C:22]([O:23][C:25]([CH3:26])([CH3:27])[CH3:28])=[O:24].[Cl:29][CH2:30][Cl:31].[NH2:1][CH2:2][C:3]1([OH:16])[CH2:4][CH2:5][N:6]([CH2:9][c:10]2[cH:11][cH:12][cH:13][cH:14][cH:15]2)[CH2:7][CH2:8]1.[Na+:36].[O-:32][C:33]([OH:34])=[O:35]>>[NH:1]([CH2:2][C:3]1([OH:16])[CH2:4][CH2:5][N:6]([CH2:9][c:10]2[cH:11][cH:12][cH:13][cH:14][cH:15]2)[CH2:7][CH2:8]1)[C:22]([O:21][C:17]([CH3:18])([CH3:19])[CH3:20])=[O:23]. Starting materials: CC(NC(=O)OCc1ccccc1)c1cn2cccnc2n1, CC#N, O=C1CCC(=O)N1I, O. Yields the product CC(NC(=O)OCc1ccccc1)c1nc2ncccn2c1I. Reaction SMILES: [CH2:1]([c:2]1[cH:3][cH:4][cH:5][cH:6][cH:7]1)[O:8][C:9]([NH:10][CH:11]([CH3:12])[c:13]1[n:14][c:15]2[n:16]([cH:17][cH:18][cH:19][n:20]2)[cH:21]1)=[O:22].[CH3:31][C:32]#[N:33].[I:23][N:24]1[C:25](=[O:26])[CH2:27][CH2:28][C:29]1=[O:30].[OH2:34]>>[CH2:1]([c:2]1[cH:3][cH:4][cH:5][cH:6][cH:7]1)[O:8][C:9]([NH:10][CH:11]([CH3:12])[c:13]1[n:14][c:15]2[n:16]([cH:17][cH:18][cH:19][n:20]2)[c:21]1[I:23])=[O:22]. Reactants: FC=1C(=NC(=CC1)C)C1=NC=CC(=C1)NC=1C=2C(N=CC1)=CNN2 (N-(3′-Fluoro-6′-methyl-2,2′-bipyridin-4-yl)-2H-pyrazolo[4,3-b]pyridin-7-amine), NH4HCO3, NH4HCO3, BrCCO (2-bromoethanol), C([O-])([O-])=O.[Cs+].[Cs+] (cesium carbonate). Solvent: O.C(C)#N (water acetonitrile), O (water), CN(C)C=O (DMF). Conditions: temperature 120 celsius. The product is FC=1C(=NC(=CC1)C)C1=NC=CC(=C1)NC=1C=2C(N=CC1)=CN(N2)CCO (2-(7-(3′-fluoro-6′-methyl-2,2′-bipyridin-4-ylamino)-2H-pyrazolo[4,3-b]pyridin-2-yl)ethanol). The yield is 8.7%. Reaction SMILES: [F:1][C:2]1[C:3]([C:9]2[CH:14]=[C:13]([NH:15][C:16]3[C:17]4[C:18](=[CH:22][NH:23][N:24]=4)[N:19]=[CH:20][CH:21]=3)[CH:12]=[CH:11][N:10]=2)=[N:4][C:5]([CH3:8])=[CH:6][CH:7]=1.Br[CH2:26][CH2:27][OH:28].C(=O)([O-])[O-].[Cs+].[Cs+]>CN(C=O)C.O.C(#N)C.O>[F:1][C:2]1[C:3]([C:9]2[CH:14]=[C:13]([NH:15][C:16]3[C:17]4[C:18](=[CH:22][N:23]([CH2:26][CH2:27][OH:28])[N:24]=4)[N:19]=[CH:20][CH:21]=3)[CH:12]=[CH:11][N:10]=2)=[N:4][C:5]([CH3:8])=[CH:6][CH:7]=1 |f:2.3.4,6.7|. Procedure: N-(3′-Fluoro-6′-methyl-2,2′-bipyridin-4-yl)-2H-pyrazolo[4,3-b]pyridin-7-amine (21 mg, 0.066 mmol), 2-bromoethanol (8.19 mg, 0.066 mmol) and cesium carbonate (42.7 mg, 0.131 mmol) were combined in DMF (5 mL). The mixture was heated at 120° C. for 30 minutes, then cooled and purified by preparative HPLC using a Phenomenex Gemini Prep 5 μm C18, 75×30 mm column eluting with a gradient of 20-70% 10 mmol NH4HCO3 in 20/80 (v/v) water/acetonitrile in 10 mmol NH4HCO3 in water to afford 2-(7-(3′-fluoro-6′...